From a dataset of the Open Reaction Database (ORD), a public repository of structured organic reaction records. describe an organic reaction: reactants, conditions, products, and yield Starting materials: 4g, 5a, C[C@H]1CN(CCN1)C(C1=NC=CC=C1)=O ((S)-3-methyl-1-picolinoyl-piperazine), BrC=1N=CC=C2C(=CNC12)C(C(=O)[O-])=O.[K+] (Potassium (7-bromo-6-azaindol-3-yl)oxoacetate). The product is 5n, N1=C(C=CC=C1)C(=O)N1C[C@@H](N(CC1)C(C(=O)C1=CNC2=C(N=CC=C12)Br)=O)C ((S)-1-picolinoyl-3-methyl-4-[(7-bromo-6-azaindol-3-yl)-oxoacetyl]piperazine). As a reaction SMILES: [Br:1][C:2]1[N:3]=[CH:4][CH:5]=[C:6]2[C:10]=1[NH:9][CH:8]=[C:7]2[C:11](=[O:15])[C:12]([O-:14])=O.[K+].[CH3:17][C@@H:18]1[NH:23][CH2:22][CH2:21][N:20]([C:24](=[O:31])[C:25]2[CH:30]=[CH:29][CH:28]=[CH:27][N:26]=2)[CH2:19]1>>[N:26]1[CH:27]=[CH:28][CH:29]=[CH:30][C:25]=1[C:24]([N:20]1[CH2:21][CH2:22][N:23]([C:12](=[O:14])[C:11]([C:7]2[C:6]3[C:10](=[C:2]([Br:1])[N:3]=[CH:4][CH:5]=3)[NH:9][CH:8]=2)=[O:15])[C@@H:18]([CH3:17])[CH2:19]1)=[O:31] |f:0.1|. Procedure details: Precursor 5n, (S)-1-picolinoyl-3-methyl-4-[(7-bromo-6-azaindol-3-yl)-oxoacetyl]piperazine was prepared by the same method as Precursor 5a starting from Potassium (7-bromo-6-azaindol-3-yl)oxoacetate, Precursor 4g, and (S)-3-methyl-1-picolinoyl-piperazine. 1H NMR (500 MHz, CDCl3) δ8.63-7.36 (m, 7H), 5.02-3.06 (m, 7H), 1.42-1.26 (m, 3H).